This data is from the Open Reaction Database (ORD), a public repository of structured organic reaction records. The task is: describe an organic reaction: reactants, conditions, products, and yield Reactants: C(C)(=O)NC1=C(C=C(C(=O)O)C=C1)OC(C)=O (4-(acetylamino)-3-acetoxybenzoic acid), CC(=O)OC(=O)C (Ac2O), [N+](=O)(O)[O-] (HNO3), CC(=O)OC(=O)C (Ac2O). Solvent: O1CCOCC1 (dioxane). Run at temperature 0 celsius. Product: C(C)(=O)OC=1C=C(C(=O)O)C=C(C1NC(C)=O)[N+](=O)[O-] (3-acetoxy-4-(acetylamino)-5-nitrobenzoic acid). Isolated yield 89.9%. As a reaction SMILES: [C:1]([NH:4][C:5]1[CH:13]=[CH:12][C:8]([C:9]([OH:11])=[O:10])=[CH:7][C:6]=1[O:14][C:15](=[O:17])[CH3:16])(=[O:3])[CH3:2].CC(OC(C)=O)=O.[N+:25]([O-])([OH:27])=[O:26]>O1CCOCC1>[C:15]([O:14][C:6]1[CH:7]=[C:8]([CH:12]=[C:13]([N+:25]([O-:27])=[O:26])[C:5]=1[NH:4][C:1](=[O:3])[CH3:2])[C:9]([OH:11])=[O:10])(=[O:17])[CH3:16]. Procedure details: Compound 102 (1.00 g, 4.21 mmol) was suspended with stirring in a mixture of Ac2O (8.33 mL, 8.99 g, 88.2 mmol) and dioxane (6.6 mL). This was cooled to 0° C., and a cold solution of the nitrating mixture made from Ac2O (3.33 mL, 3.59 g, 35.2 mmol) and concentrated HNO3 (3.33 mL) was slowly added to the mixture containing 102. The reaction mixture was then warmed to 30-35° C. until the reaction was complete as evidenced by TLC. The reaction mixture was poured onto ice/water (100 mL), extracted wi... Reactants: O=C([O-])[O-], CC(C)=O, CO, COc1cc2c(Cl)ncnc2cc1OCCCN1CCCC1, ClCCl, [K+], [K+], [Na+], CN(C)C=O, [OH-], Oc1cnc2[nH]ccc2c1. The product is COc1cc2c(Oc3cnc4[nH]ccc4c3)ncnc2cc1OCCCN1CCCC1. RXN SMILES: [C:33](=[O:34])([O-:35])[O-:36].[CH3:46][C:47](=[O:48])[CH3:49].[CH3:50][OH:51].[Cl:1][c:2]1[n:3][cH:4][n:5][c:6]2[cH:7][c:8]([O:14][CH2:15][CH2:16][CH2:17][N:18]3[CH2:19][CH2:20][CH2:21][CH2:22]3)[c:9]([O:12][CH3:13])[cH:10][c:11]12.[Cl:52][CH2:53][Cl:54].[K+:37].[K+:38].[Na+:40].[O:41]=[CH:42][N:43]([CH3:44])[CH3:45].[OH-:39].[OH:23][c:24]1[cH:25][c:26]2[c:27]([n:28][cH:29]1)[nH:30][cH:31][cH:32]2>>[c:2]1([O:23][c:24]2[cH:25][c:26]3[c:27]([n:28][cH:29]2)[nH:30][cH:31][cH:32]3)[n:3][cH:4][n:5][c:6]2[cH:7][c:8]([O:14][CH2:15][CH2:16][CH2:17][N:18]3[CH2:19][CH2:20][CH2:21][CH2:22]3)[c:9]([O:12][CH3:13])[cH:10][c:11]12. Starting materials: O=C(N=C=S)c1ccccc1, CCOc1ccc(Cc2nc3cc([N+](=O)[O-])ccc3n2CCN(CC)CC)cc1, C1CCOC1. Yields the product CCOc1ccc(Cc2nc3cc(NC(=S)NC(=O)c4ccccc4)ccc3n2CCN(CC)CC)cc1. Reaction SMILES: [C:30]([c:31]1[cH:32][cH:33][cH:34][cH:35][cH:36]1)(=[O:37])[N:38]=[C:39]=[S:40].[CH2:1]([CH3:2])[O:3][c:4]1[cH:5][cH:6][c:7]([CH2:8][c:9]2[n:10][c:11]3[c:12]([n:13]2[CH2:14][CH2:15][N:16]([CH2:17][CH3:18])[CH2:19][CH3:20])[cH:21][cH:22][c:23]([N+:25]([O-:26])=[O:27])[cH:24]3)[cH:28][cH:29]1.[O:41]1[CH2:42][CH2:43][CH2:44][CH2:45]1>>[CH2:1]([CH3:2])[O:3][c:4]1[cH:5][cH:6][c:7]([CH2:8][c:9]2[n:10][c:11]3[c:12]([n:13]2[CH2:14][CH2:15][N:16]([CH2:17][CH3:18])[CH2:19][CH3:20])[cH:21][cH:22][c:23]([NH:25][C:39]([NH:38][C:30]([c:31]2[cH:32][cH:33][cH:34][cH:35][cH:36]2)=[O:37])=[S:40])[cH:24]3)[cH:28][cH:29]1. The reactants are CC(C)(C)NS(=O)(=O)c1cccc(-c2ccc3cnc(O)nn23)c1, COc1cc(C2CCN(C)CC2)ccc1N, CCN(C(C)C)C(C)C, CN(C)C=O. Product: COc1cc(C2CCN(C)CC2)ccc1Nc1ncc2ccc(-c3cccc(S(=O)(=O)NC(C)(C)C)c3)n2n1. Reaction SMILES: [C:1]([CH3:2])([CH3:3])([CH3:4])[NH:5][S:6](=[O:7])(=[O:8])[c:9]1[cH:10][c:11](-[c:15]2[cH:16][cH:17][c:18]3[cH:19][n:20][c:21]([OH:24])[n:22][n:23]23)[cH:12][cH:13][cH:14]1.[CH3:34][O:35][c:36]1[c:37]([NH2:49])[cH:38][cH:39][c:40]([CH:42]2[CH2:43][CH2:44][N:45]([CH3:48])[CH2:46][CH2:47]2)[cH:41]1.[CH:25]([N:26]([CH2:27][CH3:28])[CH:29]([CH3:30])[CH3:31])([CH3:32])[CH3:33].[O:50]=[CH:51][N:52]([CH3:53])[CH3:54]>>[C:1]([CH3:2])([CH3:3])([CH3:4])[NH:5][S:6](=[O:7])(=[O:8])[c:9]1[cH:10][c:11](-[c:15]2[cH:16][cH:17][c:18]3[cH:19][n:20][c:21]([NH:49][c:37]4[c:36]([O:35][CH3:34])[cH:41][c:40]([CH:42]5[CH2:43][CH2:44][N:45]([CH3:48])[CH2:46][CH2:47]5)[cH:39][cH:38]4)[n:22][n:23]23)[cH:12][cH:13][cH:14]1. Starting materials: ClC1=NC=NC=C1I (4-chloro-5-iodopyrimidine), O1C(=CC=C1)P(C=1OC=CC1)C=1OC=CC1 (tri-2-furylphosphine), Mg, IC1=C2N=CN(C2=NC=N1)C1OCCCC1 (6-Iodo-9-(tetrahydro-2H-pyran-2-yl)-9H-purine), C(C)(C)[Mg]Cl.[Li+].[Cl-] (isopropylmagnesium chloride LiCl), C(C)(C)[Mg]Cl (isopropylmagnesium chloride). The reagents and catalysts are C=1C=CC(=CC1)/C=C/C(=O)/C=C/C2=CC=CC=C2.C=1C=CC(=CC1)/C=C/C(=O)/C=C/C2=CC=CC=C2.C=1C=CC(=CC1)/C=C/C(=O)/C=C/C2=CC=CC=C2.[Pd].[Pd] (tris(dibenzylideneacetone)dipalladium(0)), [Cl-].[Zn+2].[Cl-] (zinc chloride), [Cl-].[Zn+2].[Cl-] (zinc chloride). The solvent is C1CCOC1 (THF), C1CCOC1 (THF), C1CCOC1 (THF). Conditions: temperature -40 celsius, time 15 minute. The product is ClC1=NC=NC=C1C1=C2N=CN(C2=NC=N1)C1OCCCC1 (6-(4-chloropyrimidin-5-yl)-9-(tetrahydro-2H-pyran-2-yl)-9H-purine). RXN SMILES: I[C:2]1[N:10]=[CH:9][N:8]=[C:7]2[C:3]=1[N:4]=[CH:5][N:6]2[CH:11]1[CH2:16][CH2:15][CH2:14][CH2:13][O:12]1.C([Mg]Cl)(C)C.C([Mg]Cl)(C)C.[Li+].[Cl-].[Cl:29][C:30]1[C:35](I)=[CH:34][N:33]=[CH:32][N:31]=1.O1C=CC=C1P(C1OC=CC=1)C1OC=CC=1>C1COCC1.[Cl-].[Zn+2].[Cl-].C1C=CC(/C=C/C(/C=C/C2C=CC=CC=2)=O)=CC=1.C1C=CC(/C=C/C(/C=C/C2C=CC=CC=2)=O)=CC=1.C1C=CC(/C=C/C(/C=C/C2C=CC=CC=2)=O)=CC=1.[Pd].[Pd]>[Cl:29][C:30]1[C:35]([C:2]2[N:10]=[CH:9][N:8]=[C:7]3[C:3]=2[N:4]=[CH:5][N:6]3[CH:11]2[CH2:16][CH2:15][CH2:14][CH2:13][O:12]2)=[CH:34][N:33]=[CH:32][N:31]=1 |f:2.3.4,8.9.10,11.12.13.14.15|. Procedure: 6-Iodo-9-(tetrahydro-2H-pyran-2-yl)-9H-purine (620 mg, 1878 μmol) was dissolved in THF (1 mL) in a 15 mL microwave tube and sealed. The solution was flushed with argon and then cooled to −40° C. A solution of isopropylmagnesium chloride (2254 μl, 2254 μmol) (LiCl complex, 1 N in THF) was added in dropwise slowly. The reaction was allowed to stirred at −40° C. for 15 min, LCMS showed incompletion of Mg—I exchange. The mixture was warmed to rt, LCMS indicated Mg—I exchange was still not completed,... Reactants: SeO2, ClC1=CC=C2C=CC(=NC2=C1)/C=C/C=1C=C(C=CC1)[C@](CCCC=O)(C(C)(C)C)O[SiH](C)C ((S)-2-(3-[3-(2-(7-chloro-2-quinolinyl)-(E)-ethenyl)phenyl]-3-tert butyldimethylsilyloxypropyl)ethanone), O1CCOCC1.O (dioxane H2O). Run in O1CCOCC1 (dioxane). Yields the product ClC1=CC=C2C=CC(=NC2=C1)/C=C/C=1C=C(C=CC1)[C@](CCC1=C(C(=O)C=O)C=CC=C1)(C(C)(C)C)O[SiH](C)C ((S)-2-(3-[3-(2-(7-chloro-2-quinolinyl)-(E)-ethenyl)phenyl]-3-tert butyldimethylsilyloxypropyl)benzoylformaldehyde). RXN SMILES: [Cl:1][C:2]1[CH:11]=[C:10]2[C:5]([CH:6]=[CH:7][C:8](/[CH:12]=[CH:13]/[C:14]3[CH:15]=[C:16]([C@@:20]([O:30][SiH:31]([CH3:33])[CH3:32])([C:26]([CH3:29])([CH3:28])[CH3:27])[CH2:21][CH2:22][CH2:23][CH:24]=O)[CH:17]=[CH:18][CH:19]=3)=[N:9]2)=[CH:4][CH:3]=1.[O:34]1[CH2:39][CH2:38][O:37]CC1.O>O1CCOCC1>[Cl:1][C:2]1[CH:11]=[C:10]2[C:5]([CH:6]=[CH:7][C:8](/[CH:12]=[CH:13]/[C:14]3[CH:15]=[C:16]([C@@:20]([O:30][SiH:31]([CH3:32])[CH3:33])([C:26]([CH3:28])([CH3:27])[CH3:29])[CH2:21][CH2:22][C:23]4[CH:24]=[CH:4][CH:3]=[CH:2][C:11]=4[C:39]([CH:38]=[O:37])=[O:34])[CH:17]=[CH:18][CH:19]=3)=[N:9]2)=[CH:4][CH:3]=1 |f:1.2|. Reported procedure: To predissolved SeO2 (2.95 g, 26.57 mmol) in dioxane/H2O mixture (100 mL:0.48 mL) at 60∞C, was added the ketone from Step 1 (14.4 g, 26 mmol) in solution in dioxane (70 mL). The reaction mixture was heated at 100∞C overnight. The reaction was cooled to room temperature and filtered through a pad of celite and washed with dioxane (20 mL). Evaporation to dryness yielded the title compound which was used as such in the next step (Crude weight 14 g). The product is COc1c(Nc2ccc(S(C)(=O)=O)nc2C)ncnc1OC1CCN(C(=O)OC(C)C)CC1. Starting materials: CC(=O)[O-], CC(=O)[O-], CC(C)CN1CCN2CCN(CC(C)C)P1N(CC(C)C)CC2, Cc1nc(S(C)(=O)=O)ccc1N, CC(C)(C)[O-], COc1c(Cl)ncnc1OC1CCN(C(=O)OC(C)C)CC1, [Na+], C1COCCO1, [Pd+2]. Reaction SMILES: [C:70]([O-:71])(=[O:72])[CH3:73].[C:75]([O-:76])(=[O:77])[CH3:78].[CH2:35]([N:36]1[CH2:37][CH2:38][N:39]2[CH2:40][CH2:41][N:42]([CH2:43][CH:44]([CH3:45])[CH3:46])[P:47]1[N:48]([CH2:49][CH:50]([CH3:51])[CH3:52])[CH2:53][CH2:54]2)[CH:55]([CH3:56])[CH3:57].[CH3:23][c:24]1[n:25][c:26]([S:31](=[O:32])(=[O:33])[CH3:34])[cH:27][cH:28][c:29]1[NH2:30].[CH3:58][C:59]([O-:60])([CH3:61])[CH3:62].[CH:1]([CH3:2])([CH3:3])[O:4][C:5](=[O:6])[N:7]1[CH2:8][CH2:9][CH:10]([O:13][c:14]2[n:15][cH:16][n:17][c:18]([Cl:22])[c:19]2[O:20][CH3:21])[CH2:11][CH2:12]1.[Na+:63].[O:64]1[CH2:65][CH2:66][O:67][CH2:68][CH2:69]1.[Pd+2:74]>>[CH:1]([CH3:2])([CH3:3])[O:4][C:5](=[O:6])[N:7]1[CH2:8][CH2:9][CH:10]([O:13][c:14]2[n:15][cH:16][n:17][c:18]([NH:30][c:29]3[c:24]([CH3:23])[n:25][c:26]([S:31](=[O:32])(=[O:33])[CH3:34])[cH:27][cH:28]3)[c:19]2[O:20][CH3:21])[CH2:11][CH2:12]1. Starting materials: C1(CCCCC1)C1=CC=C(C=C1)SCCCCOC=1C=CC2=C(COC(N2)=O)C1 (6-[4-(4-cyclohexyl-phenylmercapto)-butoxy]-4H-3,1-benzoxazin-2-one), OO (hydrogen peroxide). Yields the product C1(CCCCC1)C1=CC=C(C=C1)S(=O)CCCCOC=1C=CC2=C(COC(N2)=O)C1 (6-[4-(4-Cyclohexyl-phenylsulfinyl)-butoxy]-4H-3,1-benzoxazin-2-one). As a reaction SMILES: [CH:1]1([C:7]2[CH:12]=[CH:11][C:10]([S:13][CH2:14][CH2:15][CH2:16][CH2:17][O:18][C:19]3[CH:20]=[CH:21][C:22]4[NH:27][C:26](=[O:28])[O:25][CH2:24][C:23]=4[CH:29]=3)=[CH:9][CH:8]=2)[CH2:6][CH2:5][CH2:4][CH2:3][CH2:2]1.[OH:30]O>>[CH:1]1([C:7]2[CH:8]=[CH:9][C:10]([S:13]([CH2:14][CH2:15][CH2:16][CH2:17][O:18][C:19]3[CH:20]=[CH:21][C:22]4[NH:27][C:26](=[O:28])[O:25][CH2:24][C:23]=4[CH:29]=3)=[O:30])=[CH:11][CH:12]=2)[CH2:6][CH2:5][CH2:4][CH2:3][CH2:2]1. Reported procedure: Prepared analogously to Example 2 from 6-[4-(4-cyclohexyl-phenylmercapto)-butoxy]-4H-3,1-benzoxazin-2-one and hydrogen peroxide.